describe an organic reaction: reactants, conditions, products, and yield From a dataset of the Open Reaction Database (ORD), a public repository of structured organic reaction records. Procedure details: Prepared analogously to 1.4 from 0.1 g 4-[4-fluoro-2-(trans-4-methoxycyclohexyloxy)-phenylamino]-5-methyl-thieno[2,3-d]pyrimidine-6-carboxylic acid and ammonia (7M in methanol). The product is FC1=CC(=C(C=C1)NC=1C2=C(N=CN1)SC(=C2C)C(=O)N)O[C@@H]2CC[C@H](CC2)OC (4-[4-Fluoro-2-(trans-4-methoxy-cyclohexyloxy)-phenylamino]-5-methyl-thieno[2,3-d]pyrimidine-6-carboxylic acid amide). Starting materials: FC1=CC(=C(C=C1)NC=1C2=C(N=CN1)SC(=C2C)C(=O)O)O[C@@H]2CC[C@H](CC2)OC (4-[4-fluoro-2-(trans-4-methoxycyclohexyloxy)-phenylamino]-5-methyl-thieno[2,3-d]pyrimidine-6-carboxylic acid), N (ammonia). Reaction SMILES: [F:1][C:2]1[CH:7]=[CH:6][C:5]([NH:8][C:9]2[C:10]3[C:17]([CH3:18])=[C:16]([C:19](O)=[O:20])[S:15][C:11]=3[N:12]=[CH:13][N:14]=2)=[C:4]([O:22][C@H:23]2[CH2:28][CH2:27][C@H:26]([O:29][CH3:30])[CH2:25][CH2:24]2)[CH:3]=1.[NH3:31]>>[F:1][C:2]1[CH:7]=[CH:6][C:5]([NH:8][C:9]2[C:10]3[C:17]([CH3:18])=[C:16]([C:19]([NH2:31])=[O:20])[S:15][C:11]=3[N:12]=[CH:13][N:14]=2)=[C:4]([O:22][C@H:23]2[CH2:28][CH2:27][C@H:26]([O:29][CH3:30])[CH2:25][CH2:24]2)[CH:3]=1. Reactants: NCCCCN1C(=NC=2C(=NC=3C=CC=CC3C21)N)CCOC (1-(4-aminobutyl)-2-(2-methoxyethyl)-1H-imidazo[4,5-c]quinolin-4-amine), N1C=CC2=CC(=CC=C12)C(=O)O (indole-5-carboxylic acid). Yields the product NC1=NC=2C=CC=CC2C2=C1N=C(N2CCCCNC(=O)C=2C=C1C=CNC1=CC2)CCOC (N5-{4-[4-amino-2-(2-methoxyethyl)-1H-imidazo[4,5-c]quinolin-1-yl]butyl}-5-indolecarboxamide). Reaction SMILES: [NH2:1][CH2:2][CH2:3][CH2:4][CH2:5][N:6]1[C:18]2[C:17]3[CH:16]=[CH:15][CH:14]=[CH:13][C:12]=3[N:11]=[C:10]([NH2:19])[C:9]=2[N:8]=[C:7]1[CH2:20][CH2:21][O:22][CH3:23].[NH:24]1[C:32]2[C:27](=[CH:28][C:29]([C:33](O)=[O:34])=[CH:30][CH:31]=2)[CH:26]=[CH:25]1>>[NH2:19][C:10]1[C:9]2[N:8]=[C:7]([CH2:20][CH2:21][O:22][CH3:23])[N:6]([CH2:5][CH2:4][CH2:3][CH2:2][NH:1][C:33]([C:29]3[CH:28]=[C:27]4[C:32](=[CH:31][CH:30]=3)[NH:24][CH:25]=[CH:26]4)=[O:34])[C:18]=2[C:17]2[CH:16]=[CH:15][CH:14]=[CH:13][C:12]=2[N:11]=1. Procedure: According to the general method of Example 50, 1-(4-aminobutyl)-2-(2-methoxyethyl)-1H-imidazo[4,5-c]quinolin-4-amine and indole-5-carboxylic acid were combined to provide N5-{4-[4-amino-2-(2-methoxyethyl)-1H-imidazo[4,5-c]quinolin-1-yl]butyl}-5-indolecarboxamide as an off white solid. 1H NMR (300 MHz, DMSO-d6) δ 11.31 (s, 1H), 8.34 (t, J=5.5 Hz, 1H), 8.06 (m, 2H), 7.63-7.58 (m, 2H), 7.42-7.38 (m, 3H), 7.22 (t, J=7.1 Hz, 1H), 6.67 (broad s, 2H), 6.50 (s, 1H), 4.58 (m, 2H), 3.81 (t, J=6.6 Hz, 2H),... Starting materials: COC(=O)c1cc(I)ccc1OCCc1csc(SC(C)(C)C(=O)OC(C)(C)C)n1, OB(O)Oc1ccc(F)cc1, [Na+], [Na+], O=C([O-])[O-], C1COCCO1, O, c1ccc(P(c2ccccc2)(c2ccccc2)[Pd](P(c2ccccc2)(c2ccccc2)c2ccccc2)(P(c2ccccc2)(c2ccccc2)c2ccccc2)P(c2ccccc2)(c2ccccc2)c2ccccc2)cc1. Reaction SMILES: [CH3:1][O:2][C:3]([c:4]1[c:5]([O:11][CH2:12][CH2:13][c:14]2[n:15][c:16]([S:19][C:20]([C:21](=[O:22])[O:23][C:24]([CH3:25])([CH3:26])[CH3:27])([CH3:28])[CH3:29])[s:17][cH:18]2)[cH:6][cH:7][c:8]([I:10])[cH:9]1)=[O:30].[F:31][c:32]1[cH:33][cH:34][c:35]([O:38][B:39]([OH:40])[OH:41])[cH:36][cH:37]1.[Na+:42].[Na+:43].[O-:44][C:45](=[O:46])[O-:47].[O:49]1[CH2:50][CH2:51][O:52][CH2:53][CH2:54]1.[OH2:48].[cH:55]1[cH:56][cH:57][c:58]([P:59]([Pd:60]([P:61]([c:62]2[cH:63][cH:64][cH:65][cH:66][cH:67]2)([c:68]2[cH:69][cH:70][cH:71][cH:72][cH:73]2)[c:74]2[cH:75][cH:76][cH:77][cH:78][cH:79]2)([P:80]([c:81]2[cH:82][cH:83][cH:84][cH:85][cH:86]2)([c:87]2[cH:88][cH:89][cH:90][cH:91][cH:92]2)[c:93]2[cH:94][cH:95][cH:96][cH:97][cH:98]2)[P:99]([c:100]2[cH:101][cH:102][cH:103][cH:104][cH:105]2)([c:106]2[cH:107][cH:108][cH:109][cH:110][cH:111]2)[c:112]2[cH:113][cH:114][cH:115][cH:116][cH:117]2)([c:118]2[cH:119][cH:120][cH:121][cH:122][cH:123]2)[c:124]2[cH:125][cH:126][cH:127][cH:128][cH:129]2)[cH:130][cH:131]1>>[CH3:1][O:2][C:3]([c:4]1[c:5]([O:11][CH2:12][CH2:13][c:14]2[n:15][c:16]([S:19][C:20]([C:21](=[O:22])[O:23][C:24]([CH3:25])([CH3:26])[CH3:27])([CH3:28])[CH3:29])[s:17][cH:18]2)[cH:6][cH:7][c:8](-[c:35]2[cH:34][cH:33][c:32]([F:31])[cH:37][cH:36]2)[cH:9]1)=[O:30]. Product: COC(=O)c1cc(-c2ccc(F)cc2)ccc1OCCc1csc(SC(C)(C)C(=O)OC(C)(C)C)n1. Reactants: CC(=O)Nc1ccc(S)cc1, CCO, CCCC1=NNC(=O)C1=C1C=C(Cl)c2ccccc2N1. The product is CCCC1=NNC(=O)C1=C1C=C(Sc2ccc(NC(C)=O)cc2)c2ccccc2N1. Reaction SMILES: [C:21]([CH3:22])(=[O:23])[NH:24][c:25]1[cH:26][cH:27][c:28]([SH:31])[cH:29][cH:30]1.[CH3:32][CH2:33][OH:34].[Cl:1][C:2]1=[CH:3][C:4](=[C:12]2[C:13]([CH2:18][CH2:19][CH3:20])=[N:14][NH:15][C:16]2=[O:17])[NH:5][c:6]2[cH:7][cH:8][cH:9][cH:10][c:11]21>>[C:2]1([S:31][c:28]2[cH:27][cH:26][c:25]([NH:24][C:21]([CH3:22])=[O:23])[cH:30][cH:29]2)=[CH:3][C:4](=[C:12]2[C:13]([CH2:18][CH2:19][CH3:20])=[N:14][NH:15][C:16]2=[O:17])[NH:5][c:6]2[cH:7][cH:8][cH:9][cH:10][c:11]21. Starting materials: C(C)(=O)N[C@H]1[C@H](O[C@@H]([C@@H]([C@@H]1O)O)CO)NC(CCCCCN)=O (2-acetamido-1-(6-aminohexanamido)-1,2-dideoxy-a-D-galactopyranose), Cl (HCl). Run in O (water), [OH-].[Na+] (sodium hydroxide), C(C=C)(=O)Cl (acryloyl chloride). Run at time 4 hour. Product: C(C)(=O)N[C@H]1[C@H](O[C@@H]([C@@H]([C@@H]1O)O)CO)NC(CCCCCNC(C=C)=O)=O (2-acetamido-1-(6-acrylamidohexanamido)-1,2-dideoxy-a-D-galactopyranose). The yield is 64.5%. Reaction SMILES: [C:1]([NH:4][C@@H:5]1[C@@H:10]([OH:11])[C@@H:9]([OH:12])[C@@H:8]([CH2:13][OH:14])[O:7][C@@H:6]1[NH:15][C:16](=[O:23])[CH2:17][CH2:18][CH2:19][CH2:20][CH2:21][NH2:22])(=[O:3])[CH3:2].Cl>O.[OH-].[Na+].C(Cl)(=O)C=C>[C:1]([NH:4][C@@H:5]1[C@@H:10]([OH:11])[C@@H:9]([OH:12])[C@@H:8]([CH2:13][OH:14])[O:7][C@@H:6]1[NH:15][C:16](=[O:23])[CH2:17][CH2:18][CH2:19][CH2:20][CH2:21][NH:22][C:6](=[O:7])[CH:5]=[CH2:10])(=[O:3])[CH3:2] |f:3.4|. Procedure: The free base 51 (400 mg) was dissolved in a mixture of 1 mL water, 1 mL 2N sodium hydroxide solution and 0.1 mL of acryloyl chloride and the reaction mixture was stirred for 4 hr. The reaction mixture was acidified with 1N HCl and the volatiles were removed from the solution under vacuum. The resulting residue was chromatographed using 5% methanol in dichloromethane to give 52 as a colorless foam (150 mg). The reactants are CCCC(NC(C)C(=O)O)C(N)=O, CCCCCCCCOC(=O)C1NC2CCC1CC2, Cl. Product: CCCCCCCCOC(=O)C1C2CCC(CC2)N1C(=O)C(C)NC(CCC)C(N)=O. RXN SMILES: [C:1]([NH2:2])(=[O:3])[CH:4]([CH2:5][CH2:6][CH3:7])[NH:8][CH:9]([CH3:10])[C:11](=[O:12])[OH:13].[CH2:15]([CH2:16][CH2:17][CH2:18][CH2:19][CH2:20][CH2:21][CH3:22])[O:23][C:24](=[O:25])[CH:26]1[NH:27][CH:28]2[CH2:29][CH2:30][CH:31]1[CH2:32][CH2:33]2.[ClH:14]>>[C:1]([NH2:2])(=[O:3])[CH:4]([CH2:5][CH2:6][CH3:7])[NH:8][CH:9]([CH3:10])[C:11](=[O:13])[N:27]1[CH:26]([C:24]([O:23][CH2:15][CH2:16][CH2:17][CH2:18][CH2:19][CH2:20][CH2:21][CH3:22])=[O:25])[CH:31]2[CH2:30][CH2:29][CH:28]1[CH2:33][CH2:32]2.